Dataset: the Open Reaction Database (ORD), a public repository of structured organic reaction records. Task: describe an organic reaction: reactants, conditions, products, and yield Starting materials: CN(C)CC1=CC(=NC=C1)OC\C=C/CN (4-(4-dimethylaminomethyl-2-pyridyloxy)-cis-2-butenylamine), O1C(CSCC1)=O (1,4-oxathian-2-one). Yields the product CN(C)CC1=CC(=NC=C1)OC\C=C/CNC(CSCCO)=O (N-[4-(4-Dimethylaminomethyl-2-pyridyloxy)-cis-2-butenyl]-2-(2-hydroxyethylthio)acetamide). The yield is 53.0%. RXN SMILES: [CH3:1][N:2]([CH2:4][C:5]1[CH:10]=[CH:9][N:8]=[C:7]([O:11][CH2:12]/[CH:13]=[CH:14]\[CH2:15][NH2:16])[CH:6]=1)[CH3:3].[O:17]1[CH2:22][CH2:21][S:20][CH2:19][C:18]1=[O:23]>>[CH3:1][N:2]([CH2:4][C:5]1[CH:10]=[CH:9][N:8]=[C:7]([O:11][CH2:12]/[CH:13]=[CH:14]\[CH2:15][NH:16][C:18](=[O:23])[CH2:19][S:20][CH2:21][CH2:22][OH:17])[CH:6]=1)[CH3:3]. Reported procedure: Following a procedure similar to that described in Example 68, but using 4-(4-dimethylaminomethyl-2-pyridyloxy)-cis-2-butenylamine and 1,4-oxathian-2-one as starting materials, in relative proportions similar to those used in that Example, the title compound was obtained in a 53% yield. The reactants are [H-], [H][H], [Na+], [Na+], CN(C)C=O, O=c1cc(O)c2cccnc2n1-c1cccc(OC(F)(F)F)c1, O=C([O-])O, CC(C(=O)Cl)c1ccccc1. Product: CC(C(=O)Oc1cc(=O)n(-c2cccc(OC(F)(F)F)c2)c2ncccc12)c1ccccc1. As a reaction SMILES: [H-:24].[H:26][H:27].[Na+:25].[Na+:39].[O:44]=[CH:45][N:46]([CH3:47])[CH3:48].[OH:1][c:2]1[cH:3][c:4](=[O:23])[n:5](-[c:12]2[cH:13][c:14]([O:18][C:19]([F:20])([F:21])[F:22])[cH:15][cH:16][cH:17]2)[c:6]2[n:7][cH:8][cH:9][cH:10][c:11]12.[OH:40][C:41](=[O:42])[O-:43].[c:28]1([CH:34]([C:35](=[O:36])[Cl:37])[CH3:38])[cH:29][cH:30][cH:31][cH:32][cH:33]1>>[O:1]([c:2]1[cH:3][c:4](=[O:23])[n:5](-[c:12]2[cH:13][c:14]([O:18][C:19]([F:20])([F:21])[F:22])[cH:15][cH:16][cH:17]2)[c:6]2[n:7][cH:8][cH:9][cH:10][c:11]12)[C:35]([CH:34]([c:28]1[cH:29][cH:30][cH:31][cH:32][cH:33]1)[CH3:38])=[O:36]. As a reaction SMILES: C[O:2][CH2:3][C:4]1[C:9]([CH3:10])=[C:8]([N:11]2[CH2:16][CH2:15][O:14][CH2:13][CH2:12]2)[N:7]=[CH:6][N:5]=1.COCC1C(C)=C(N2CCCCC2)N=CN=1>>[OH:2][CH2:3][C:4]1[C:9]([CH3:10])=[C:8]([N:11]2[CH2:16][CH2:15][O:14][CH2:13][CH2:12]2)[N:7]=[CH:6][N:5]=1. Procedure details: Substituting 4-methoxymethyl-5-methyl-6-morpholinopyrimidine, (5.77 g), for 4-methoxymethyl-5-methyl-6-piperidinopyrimidine and using corresponding molar proportions of the other reagents in the method of Example 10(iv), gave 4-hydroxymethyl-5-methyl-6-morpholinopyrimidine, 3.46 g, m.p. 66°-68°, from petroleum ether (40/60). The product is OCC1=NC=NC(=C1C)N1CCOCC1 (4-hydroxymethyl-5-methyl-6-morpholinopyrimidine). Reactants: COCC1=NC=NC(=C1C)N1CCOCC1 (4-methoxymethyl-5-methyl-6-morpholinopyrimidine), COCC1=NC=NC(=C1C)N1CCCCC1 (4-methoxymethyl-5-methyl-6-piperidinopyrimidine). Reported procedure: To a cooded (5° C.) solution of 1-chloro-3-(4-aminothiophenoxy)propane (4.9 g, 0.024 mol) and pyridine (2.1 g 0.027 mol) in CH2Cl2 (50 mL) was added methanesulfonyl chloride (3.1 g, 0.027 mol). The mixture was stirred at room temperature for 16 hours, washed with 2 N HCl, brine, dried (MgSO4), and concentrated. Recrystallization from EtOH gave 4.0 g (59%) of product as a pink solid m.p. 61°-63° C. Yields the product ClCCCSC1=CC=C(C=C1)NS(=O)(=O)C (N-[4-(3-Chloro-1-propylthio)phenyl]methanesulfonamide). Yield: 59.6%. RXN SMILES: [Cl:1][CH2:2][CH2:3][CH2:4][S:5][C:6]1[CH:11]=[CH:10][C:9]([NH2:12])=[CH:8][CH:7]=1.N1C=CC=CC=1.[CH3:19][S:20](Cl)(=[O:22])=[O:21]>C(Cl)Cl>[Cl:1][CH2:2][CH2:3][CH2:4][S:5][C:6]1[CH:11]=[CH:10][C:9]([NH:12][S:20]([CH3:19])(=[O:22])=[O:21])=[CH:8][CH:7]=1. The reactants are ClCCCSC1=CC=C(C=C1)N (1-chloro-3-(4-aminothiophenoxy)propane), N1=CC=CC=C1 (pyridine), CS(=O)(=O)Cl (methanesulfonyl chloride). The solvent is C(Cl)Cl (CH2Cl2). Conditions: time 16 hour. The reactants are C1(=CC=CC=C1)OC(NC=1C(=NC(=C(C1)CC)C)OC)=S (Phenyl-N-(5-ethyl-2-methoxy-6-methylpyridin-3-yl)thiocarbamate), FC1=C(C=CC=C1)N1CCNCC1 (1-(2-fluorophenyl)piperazine). The product is C(C)C=1C=C(C(=NC1C)OC)NC(=S)N1CCN(CC1)C1=C(C=CC=C1)F (1-[(5-ethyl-2-methoxy-6-methylpyridin-3-yl)aminothiocarbonyl]-4-(2-fluorophenyl)piperazine). The yield is 82.0%. As a reaction SMILES: C1(O[C:8](=[S:21])[NH:9][C:10]2[C:11]([O:19][CH3:20])=[N:12][C:13]([CH3:18])=[C:14]([CH2:16][CH3:17])[CH:15]=2)C=CC=CC=1.[F:22][C:23]1[CH:28]=[CH:27][CH:26]=[CH:25][C:24]=1[N:29]1[CH2:34][CH2:33][NH:32][CH2:31][CH2:30]1>>[CH2:16]([C:14]1[CH:15]=[C:10]([NH:9][C:8]([N:32]2[CH2:31][CH2:30][N:29]([C:24]3[CH:25]=[CH:26][CH:27]=[CH:28][C:23]=3[F:22])[CH2:34][CH2:33]2)=[S:21])[C:11]([O:19][CH3:20])=[N:12][C:13]=1[CH3:18])[CH3:17]. Procedure details: Phenyl-N-(5-ethyl-2-methoxy-6-methylpyridin-3-yl)thiocarbamate and 1-(2-fluorophenyl)piperazine were reacted by the same way with the example 1 to obtain the titled compound. The reactants are C(C1=CC=CC=C1)OC1=C(C=CC(=C1)OC)[N+](=O)[O-] (2-benzyloxy-4-methoxy-1-nitrobenzene). Reagents/catalysts: [Pt]=O (platinum oxide). Solvent: CCOC(=O)C (EtOAc). Product: C(C1=CC=CC=C1)OC1=C(C=CC(=C1)OC)N (2-Benzyloxy-4-methoxyphenylamine). As a reaction SMILES: [CH2:1]([O:8][C:9]1[CH:14]=[C:13]([O:15][CH3:16])[CH:12]=[CH:11][C:10]=1[N+:17]([O-])=O)[C:2]1[CH:7]=[CH:6][CH:5]=[CH:4][CH:3]=1>CCOC(C)=O.[Pt]=O>[CH2:1]([O:8][C:9]1[CH:14]=[C:13]([O:15][CH3:16])[CH:12]=[CH:11][C:10]=1[NH2:17])[C:2]1[CH:3]=[CH:4][CH:5]=[CH:6][CH:7]=1. Procedure details: A solution of 2-benzyloxy-4-methoxy-1-nitrobenzene (700 mg) in EtOAc (15 mL) is hydrogenated over platinum oxide (70 mg) at 20 psi for 1 h. The catalyst is filtered and the filtrate evaporated to give the title compound as an oil.